Task: describe an organic reaction: reactants, conditions, products, and yield. Dataset: the Open Reaction Database (ORD), a public repository of structured organic reaction records The reactants are CC1(OB(OC1(C)C)C=1C=C2COC(C2=CC1)=O)C (5-(4,4,5,5-tetramethyl-[1,3,2]dioxaborolan-2-yl)-3H-isobenzofuran-1-one), BrC=1C=NC=C(C1C=O)F (3-bromo-5-fluoro-pyridine-4-carbaldehyde), C([O-])([O-])=O.[Na+].[Na+] (sodium carbonate), C(Cl)Cl (CH2Cl2). The solvent is CN(C)C=O (DMF), C(C)(=O)OCC (ethyl acetate). Run at temperature 100 celsius, time 1 hour. Product: FC=1C=NC=C(C1C=O)C=1C=C2COC(C2=CC1)=O (3-fluoro-5-(1-oxo-1,3-dihydro-isobenzofuran-5-yl)-pyridine-4-carbaldehyde). As a reaction SMILES: CC1(C)C(C)(C)OB([C:9]2[CH:10]=[C:11]3[C:15](=[CH:16][CH:17]=2)[C:14](=[O:18])[O:13][CH2:12]3)O1.Br[C:21]1[CH:22]=[N:23][CH:24]=[C:25]([F:29])[C:26]=1[CH:27]=[O:28].C(=O)([O-])[O-].[Na+].[Na+].C(Cl)Cl>CN(C=O)C.C(OCC)(=O)C>[F:29][C:25]1[CH:24]=[N:23][CH:22]=[C:21]([C:9]2[CH:10]=[C:11]3[C:15](=[CH:16][CH:17]=2)[C:14](=[O:18])[O:13][CH2:12]3)[C:26]=1[CH:27]=[O:28] |f:2.3.4|. Procedure: To 5-(4,4,5,5-tetramethyl-[1,3,2]dioxaborolan-2-yl)-3H-isobenzofuran-1-one (210 mg, 0.809 mmol) in DMF (4 mL) was added 3-bromo-5-fluoro-pyridine-4-carbaldehyde (150 mg, 0.735 mmol) and 2M aqueous sodium carbonate (0.735 mL, 1.471 mmol). The reaction mixture was flushed and evacuated with N2 twice followed by the addition of PdCl2(dppf).CH2Cl2 adduct (30.0 mg, 0.037 mmol). The reaction mixture was stirred at 100° C. for 1 hour. The reaction was cooled to room temperature, diluted with ethyl acet... Reactants: C(C)(C)(C)OC(=O)N[C@@H](C(C)(C)S(=O)(=O)CC(C(=O)O)CC1=CC=CC=C1)C(=O)OC ((RS)-α-[[[(R)-2-(1-tert-butoxyformamido)-2-(methoxycarbonyl)-1,1-dimethylethyl]sulfonyl]methyl]hydrocinnamic acid), Cl (hydrogen chloride), ClC(=O)OCC1=CC=CC=C1 (benzyl chloroformate). Solvent: O1CCOCC1 (dioxan). Run at time 12 hour. Product: C(C1=CC=CC=C1)OC(=O)N[C@@H](C(C)(C)S(=O)(=O)CC(C(=O)O)CC1=CC=CC=C1)C(=O)OC ((RS)-α-[[[(R)- 2-(1-benzyloxyformamido)-2-(methoxycarbonyl)-1,1-dimethylethyl]sulfonyl]methyl]hydrocinnamic acid). The yield is 39.9%. RXN SMILES: C([O:5][C:6]([NH:8][C@H:9]([C:28]([O:30][CH3:31])=[O:29])[C:10]([S:13]([CH2:16][CH:17]([CH2:21][C:22]1[CH:27]=[CH:26][CH:25]=[CH:24][CH:23]=1)[C:18]([OH:20])=[O:19])(=[O:15])=[O:14])([CH3:12])[CH3:11])=[O:7])(C)(C)C.Cl.ClC(O[CH2:37][C:38]1[CH:43]=[CH:42][CH:41]=[CH:40][CH:39]=1)=O>O1CCOCC1>[CH2:37]([O:5][C:6]([NH:8][C@H:9]([C:28]([O:30][CH3:31])=[O:29])[C:10]([S:13]([CH2:16][CH:17]([CH2:21][C:22]1[CH:27]=[CH:26][CH:25]=[CH:24][CH:23]=1)[C:18]([OH:20])=[O:19])(=[O:15])=[O:14])([CH3:11])[CH3:12])=[O:7])[C:38]1[CH:43]=[CH:42][CH:41]=[CH:40][CH:39]=1. Reported procedure: A solution of 1.0g (2.19mmol) of (RS)-α-[[[(R)-2-(1-tert-butoxyformamido)-2-(methoxycarbonyl)-1,1-dimethylethyl]sulfonyl]methyl]hydrocinnamic acid was added dropwise at room temperature to 10 ml of 1.4 M hydrogen chloride in dioxan and stirred for a further 12 hours. After evaporation of the solvent under reduced pressure there was obtained a colourless foam which, without further purification and characterization, was dissolved in 8.5 ml of 1N sodium hydrogen carbonate solution and treated with... Reactants: O (water), COC1=C(CN2S(N(CC2=O)CC=2SC(=CC2)C(CCC(C)C)=O)(=O)=O)C=CC(=C1)OC (2-(2,4-dimethoxy-benzyl)-5-[5-(4-methyl-pentanoyl)-thiophen-2-ylmethyl]-1,1-dioxo-1,2,5-thiadiazolidin-3-one), Cl.NO (Hydroxylamine hydrochloride). The solvent is CCO (EtOH). The product is COC1=C(CN2S(N(CC2=O)CC=2SC(=CC2)C(CCC(C)C)=NO)(=O)=O)C=CC(=C1)OC (2-(2,4-dimethoxy-benzyl)-5-(5-(1-[-hydroxyimino]-4-methyl-pentyl)-thiophen-2-ylmethyl)-1,1-dioxo-1,2,5-thiadiazolidin-3-one). RXN SMILES: [CH3:1][O:2][C:3]1[CH:30]=[C:29]([O:31][CH3:32])[CH:28]=[CH:27][C:4]=1[CH2:5][N:6]1[C:10](=[O:11])[CH2:9][N:8]([CH2:12][C:13]2[S:14][C:15]([C:18](=O)[CH2:19][CH2:20][CH:21]([CH3:23])[CH3:22])=[CH:16][CH:17]=2)[S:7]1(=[O:26])=[O:25].[OH2:33].Cl.[NH2:35]O>CCO>[CH3:1][O:2][C:3]1[CH:30]=[C:29]([O:31][CH3:32])[CH:28]=[CH:27][C:4]=1[CH2:5][N:6]1[C:10](=[O:11])[CH2:9][N:8]([CH2:12][C:13]2[S:14][C:15]([C:18](=[N:35][OH:33])[CH2:19][CH2:20][CH:21]([CH3:23])[CH3:22])=[CH:16][CH:17]=2)[S:7]1(=[O:25])=[O:26] |f:2.3|. Procedure details: The title D compound, 2-(2,4-dimethoxy-benzyl)-5-[5-(4-methyl-pentanoyl)-thiophen-2-ylmethyl]-1,1-dioxo-1,2,5-thiadiazolidin-3-one (50 mg, 0.10 mmol) is dissolved in EtOH (5 mL) and water (1 mL) is added. Hydroxylamine hydrochloride (72 mg, 1.0 mmol) is added and the mixture is heated at reflux for 4 h. The solvent is evaporated and the residue is partitioned between EtOAc and water. The organic layer is dried over anhydrous MgSO4 and concentrated to dryness to afford 2-(2,4-dimethoxy-benzyl)-5-... Reactants: O (Water), Cl.BrC=1C=NN(C1)CCl (4-bromo-1-(chloromethyl)-1H-pyrazole hydrochloride), FC(CCC(C#N)C#N)(F)F ((3,3,3-trifluoropropyl) malononitrile), C([O-])([O-])=O.[K+].[K+] (potassium carbonate). Solvent: CN(C=O)C (N,N-dimethylformamide). Yields the product BrC=1C=NN(C1)CC(C#N)(C#N)CCC(F)(F)F ([(4-bromo-1H-pyrazole-1-yl)methyl](3,3,3-trifluoropropyl) malononitrile). The yield is 72.4%. As a reaction SMILES: Cl.[Br:2][C:3]1[CH:4]=[N:5][N:6]([CH2:8]Cl)[CH:7]=1.[F:10][C:11]([F:20])([F:19])[CH2:12][CH2:13][CH:14]([C:17]#[N:18])[C:15]#[N:16].C(=O)([O-])[O-].[K+].[K+].O>CN(C)C=O>[Br:2][C:3]1[CH:4]=[N:5][N:6]([CH2:8][C:14]([CH2:13][CH2:12][C:11]([F:10])([F:19])[F:20])([C:15]#[N:16])[C:17]#[N:18])[CH:7]=1 |f:0.1,3.4.5|. Procedure details: 3.27 g of 4-bromo-1-(chloromethyl)-1H-pyrazole hydrochloride and 2.29 g of (3,3,3-trifluoropropyl) malononitrile were dissolved in 28 ml of N,N-dimethylformamide. 3.89 g of potassium carbonate was added to the solution under ice cooling with stirring, followed by stirring at room temperature for overnight. Water was added to the reaction mixture, and then extracted with MTBE. The organic layer was washed with water, dried over anhydrous magnesium sulfate, filtered, and concentrated under reduced...